Dataset: the Open Reaction Database (ORD), a public repository of structured organic reaction records. Task: describe an organic reaction: reactants, conditions, products, and yield Starting materials: ClCCl (dichloromethane), NCC1=CC=C(C(=O)OC)C=C1 (methyl 4-aminomethylbenzoate), FC1=C(C=C(C=C1)F)[N+](=O)[O-] (2,5 difluoronitrobenzene), C([O-])([O-])=O.[K+].[K+] (potassium carbonate). Solvent: CN(C)C=O (DMF). Product: CC1=CC=C(C=C1)C=1C(=CC=CC1)C(=O)OC (methyl 4'-methylbiphenyl-2-carboxylate). Isolated yield 94.9%. As a reaction SMILES: NC[C:3]1[CH:12]=[CH:11][C:6]([C:7]([O:9][CH3:10])=[O:8])=[CH:5][CH:4]=1.F[C:14]1[CH:19]=[CH:18][C:17](F)=[CH:16][C:15]=1[N+]([O-])=O.[C:24](=O)([O-])[O-].[K+].[K+].ClCCl>CN(C=O)C>[CH3:24][C:14]1[CH:19]=[CH:18][C:17]([C:5]2[C:6]([C:7]([O:9][CH3:10])=[O:8])=[CH:11][CH:12]=[CH:3][CH:4]=2)=[CH:16][CH:15]=1 |f:2.3.4|. Reported procedure: A mixture of methyl 4-aminomethylbenzoate (0.50 g) (obtained by acid-catalysed esterification of 4-aminomethylbenzoic acid), 2,5 difluoronitrobenzene (0.40 g) and potassium carbonate (0.35 g) in DMF (5 ml) was heated at 100° for 5 hours. The mixture was cooled, dichloromethane (20 ml) was added and insoluble material was removed by filtration. The solvent was evaporated and the residue recrystallised from methanol/ethyl acetate to give methyl 4-N-(4-fluoro-2-nitrophenyl)aminomethylbenzoate (B) (... The reactants are ClC1=CC(=C(C=C1)[C@@]1([C@H]([C@@H](N[C@H]1CC(C)(C)C)C(=O)NCC1=CC(=C(C(=O)O)C=C1)F)C1=C(C(=CC=C1)Cl)F)C#N)F (4-({[(2R,3S,4R,5S)-4-(4-Chloro-2-fluoro-phenyl)-3-(3-chloro-2-fluoro-phenyl)-4-cyano-5-(2,2-dimethyl-propyl)-pyrrolidine-2-carbonyl]-amino}-methyl)-2-fluoro-benzoic acid). Solvent: CO (CH3OH). Product: ClC=1C(=C(C=CC1)[C@@H]1[C@H](N[C@@H]([C@@]1(C#N)C1=C(C=C(C=C1)Cl)F)CC(C)(C)C)C(=O)NCC1=CC(=C(C(=O)O)C=C1)F)F (4-(((2S,3R,4S,5R)-3-(3-chloro-2-fluorophenyl)-4-(4-chloro-2-fluorophenyl)-4-cyano-5-neopentylpyrrolidine-2-carboxamido)methyl)-2-fluorobenzoic acid). Isolated yield 41.3%. Reaction SMILES: [Cl:1][C:2]1[CH:7]=[CH:6][C:5]([C@@:8]2([C:40]#[N:41])[C@H:12]([CH2:13][C:14]([CH3:17])([CH3:16])[CH3:15])[NH:11][C@@H:10]([C:18]([NH:20][CH2:21][C:22]3[CH:30]=[CH:29][C:25]([C:26]([OH:28])=[O:27])=[C:24]([F:31])[CH:23]=3)=[O:19])[C@@H:9]2[C:32]2[CH:37]=[CH:36][CH:35]=[C:34]([Cl:38])[C:33]=2[F:39])=[C:4]([F:42])[CH:3]=1>CO>[Cl:38][C:34]1[C:33]([F:39])=[C:32]([C@H:9]2[C@@:8]([C:5]3[CH:6]=[CH:7][C:2]([Cl:1])=[CH:3][C:4]=3[F:42])([C:40]#[N:41])[C@@H:12]([CH2:13][C:14]([CH3:17])([CH3:16])[CH3:15])[NH:11][C@@H:10]2[C:18]([NH:20][CH2:21][C:22]2[CH:30]=[CH:29][C:25]([C:26]([OH:28])=[O:27])=[C:24]([F:31])[CH:23]=2)=[O:19])[CH:37]=[CH:36][CH:35]=1. Reported procedure: The mixture 4-({[(2R,3S,4R,5S)-4-(4-Chloro-2-fluoro-phenyl)-3-(3-chloro-2-fluoro-phenyl)-4-cyano-5-(2,2-dimethyl-propyl)-pyrrolidine-2-carbonyl]-amino}-methyl)-2-fluoro-benzoic acid (71.1 mg. 0.115 mmol) was separated by SFC, 40% CH3OH on a Whelk-01 R,R prep column to give chiral-4-(((2S,3R,4S,5R)-3-(3-chloro-2-fluorophenyl)-4-(4-chloro-2-fluorophenyl)-4-cyano-5-neopentylpyrrolidine-2-carboxamido)methyl)-2-fluorobenzoic acid (29.4 mg., 41.4%) as a white lyophilized solid. MS (ES+) m/z Calcd: [(M... Reaction SMILES: [CH3:21][OH:22].[NH2:19][NH2:20].[OH2:18].[n:1]1[nH:2][n:3][n:4][c:5]1-[c:6]1[cH:7][cH:8][c:9]([O:10][CH2:11][C:12](=[O:13])[O:14][CH3:15])[cH:16][cH:17]1>>[n:1]1[n:2][n:3][nH:4][c:5]1-[c:6]1[cH:7][cH:8][c:9]([O:10][CH2:11][C:12](=[O:13])[NH:19][NH2:20])[cH:16][cH:17]1. The product is NNC(=O)COc1ccc(-c2nnn[nH]2)cc1. Reactants: CO, NN, O, COC(=O)COc1ccc(-c2nn[nH]n2)cc1. Starting materials: O=C([O-])[O-], [Cs+], [Cs+], Fc1ccccn1, CN(C)C=O, CC(NC(=O)Cc1ccc(-c2ccccc2)cc1)c1ccc(O)cn1. Product: CC(NC(=O)Cc1ccc(-c2ccccc2)cc1)c1ccc(Oc2ccccn2)cn1. RXN SMILES: [C:33](=[O:34])([O-:35])[O-:36].[Cs+:37].[Cs+:38].[F:26][c:27]1[n:28][cH:29][cH:30][cH:31][cH:32]1.[O:39]=[CH:40][N:41]([CH3:42])[CH3:43].[c:1]1(-[c:20]2[cH:21][cH:22][cH:23][cH:24][cH:25]2)[cH:2][cH:3][c:4]([CH2:7][C:8](=[O:9])[NH:10][CH:11]([CH3:12])[c:13]2[n:14][cH:15][c:16]([OH:19])[cH:17][cH:18]2)[cH:5][cH:6]1>>[c:1]1(-[c:20]2[cH:21][cH:22][cH:23][cH:24][cH:25]2)[cH:2][cH:3][c:4]([CH2:7][C:8](=[O:9])[NH:10][CH:11]([CH3:12])[c:13]2[n:14][cH:15][c:16]([O:19][c:27]3[n:28][cH:29][cH:30][cH:31][cH:32]3)[cH:17][cH:18]2)[cH:5][cH:6]1. The reactants are C(=O)([O-])C(O)C(O)C(=O)[O-].[K+].[Na+] (sodium potassium tartrate), [BH4-].[Li+] (lithium borohydride), solution, FC(C=1C=C(C2=C(N(C=N2)COCC[Si](C)(C)C)C1)C#N)(F)F (6-(Trifluoromethyl)-1-((2-(trimethylsilyl)ethoxy)methyl)-1 H-benzo[d]imidazole-4-carbonitrile), [H-].C(C(C)C)[Al+]CC(C)C (diisobutylaluminum hydride). Solvent: CC(=O)C (acetone), O1CCCC1 (tetrahydrofuran), CC(=O)C (acetone), ClCCl (dichloromethane). Reaction conditions: time 2 hour. Yields the product FC(C=1C=C(C2=C(N(C=N2)COCC[Si](C)(C)C)C1)CO)(F)F ((6-(Trifluoromethyl)-1-((2-(trimethylsilyl)ethoxy)methyl)-1H-benzo[d]imidazol-4-yl)methanol). The yield is 20.0%. As a reaction SMILES: [F:1][C:2]([F:23])([F:22])[C:3]1[CH:4]=[C:5]([C:20]#N)[C:6]2[N:10]=[CH:9][N:8]([CH2:11][O:12][CH2:13][CH2:14][Si:15]([CH3:18])([CH3:17])[CH3:16])[C:7]=2[CH:19]=1.[H-].C([Al+]CC(C)C)C(C)C.C(C(C(C([O-])=O)O)O)([O-])=[O:35].[K+].[Na+].[BH4-].[Li+]>ClCCl.O1CCCC1.CC(C)=O>[F:1][C:2]([F:23])([F:22])[C:3]1[CH:4]=[C:5]([CH2:20][OH:35])[C:6]2[N:10]=[CH:9][N:8]([CH2:11][O:12][CH2:13][CH2:14][Si:15]([CH3:18])([CH3:17])[CH3:16])[C:7]=2[CH:19]=1 |f:1.2,3.4.5,6.7|. Procedure details: A 0.05 M solution of 6-(Trifluoromethyl)-1-((2-(trimethylsilyl)ethoxy)methyl)-1 H-benzo[d]imidazole-4-carbonitrile (124 mg, 0.363 mmol) in dichloromethane (7 mL) at −78° C. was treated with diisobutylaluminum hydride (1 M in tetrahydrofuran, 0.8 mL, 2.2 equiv). After 2 h, acetone (3 mL) was added followed by the addition of a 20% aqueous sodium potassium tartrate solution (5 mL). The mixture was warmed to ambient temperature and then extracted with dichloromethane (3×20 mL). The combined organic...